Task: describe an organic reaction: reactants, conditions, products, and yield. Dataset: the Open Reaction Database (ORD), a public repository of structured organic reaction records Starting materials: CCCCCc1ccnc(C(=O)O)c1, CC(C)CCc1ccnc(C(=O)O)c1, CCC(CC)c1ccncc1, CC(=O)O, ClCCl, OO. Product: CCC(CC)c1cc[n+]([O-])cc1. RXN SMILES: [CH2:15]([c:16]1[cH:17][cH:18][n:19][c:20]([C:21]([OH:22])=[O:23])[cH:24]1)[CH2:25][CH2:26][CH2:27][CH3:28].[CH2:1]([c:2]1[cH:3][cH:4][n:5][c:6]([C:7]([OH:8])=[O:13])[cH:9]1)[CH2:10][CH:11]([CH3:12])[CH3:14].[CH2:29]([CH3:30])[CH:31]([CH2:32][CH3:33])[c:34]1[cH:35][cH:36][n:37][cH:38][cH:39]1.[CH3:42][C:43](=[O:44])[OH:45].[Cl:46][CH2:47][Cl:48].[OH:40][OH:41]>>[O-:13][n+:37]1[cH:36][cH:35][c:34]([CH:31]([CH2:29][CH3:30])[CH2:32][CH3:33])[cH:39][cH:38]1. Starting materials: Cl.COC(CN)=O (glycine methyl ester hydrochloride), CC(=O)C (acetone), [OH-].[Na+] (NaOH). The reagents and catalysts are [Pd] (palladium on carbon). Run in CO (MeOH). Yields the product Cl.COC(CNC(C)C)=O (N-2-propylglycine methyl ester hydrochloride). Yield: 19.6%. Reaction SMILES: [ClH:1].[CH3:2][O:3][C:4](=[O:7])[CH2:5][NH2:6].[CH3:8][C:9]([CH3:11])=O.[OH-].[Na+]>CO.[Pd]>[ClH:1].[CH3:2][O:3][C:4](=[O:7])[CH2:5][NH:6][CH:9]([CH3:11])[CH3:8] |f:0.1,3.4,7.8|. Reported procedure: Part A: A mixture of glycine methyl ester hydrochloride (3.83 g, 30.5 mmol), acetone (1.77 g, 30.5 mmol) and NaOH (1.22 g, 30.5 mmol) in MeOH (200 mL) was stirred under an atmosphere of hydrogen (1 atm) in the presence of palladium on carbon (10%, 0.4 g) for 24 hours. The reaction was flushed with nitrogen and filtered through a Celite pad, acidified with HCl (1N), dried (MgSO4) and evaporated. Trituration of the residue with Et2O gave N-2-propylglycine methyl ester hydrochloride (1.0 g) as an o... Starting materials: FC(C(=O)O)(F)F.C1(=CCCCC1)C1=C(C=CC(=C1)C1CCNCC1)NC(=O)C=1NC=C(N1)C#N (4-Cyano-1H-imidazole-2-carboxylic acid (2-cyclohex-1-enyl-4-piperidin-4-yl-phenyl)-amide trifluoroacetic acid salt), OCC=O (hydroxy-acetaldehyde). Yields the product FC(C(=O)O)(F)F.C1(=CCCCC1)C1=C(C=CC(=C1)C1CCN(CC1)CCO)NC(=O)C=1NC=C(N1)C#N (4-Cyano-1H-imidazole-2-carboxylic acid {2-cyclohex-1-enyl-4-[1-(2-hydroxy-ethyl)-piperidin-4-yl]-phenyl}-amide trifluoroacetic acid salt). Reaction SMILES: [F:1][C:2]([F:7])([F:6])[C:3]([OH:5])=[O:4].[C:8]1([C:14]2[CH:19]=[C:18]([CH:20]3[CH2:25][CH2:24][NH:23][CH2:22][CH2:21]3)[CH:17]=[CH:16][C:15]=2[NH:26][C:27]([C:29]2[NH:30][CH:31]=[C:32]([C:34]#[N:35])[N:33]=2)=[O:28])[CH2:13][CH2:12][CH2:11][CH2:10][CH:9]=1.[OH:36][CH2:37][CH:38]=O>>[F:1][C:2]([F:7])([F:6])[C:3]([OH:5])=[O:4].[C:8]1([C:14]2[CH:19]=[C:18]([CH:20]3[CH2:21][CH2:22][N:23]([CH2:38][CH2:37][OH:36])[CH2:24][CH2:25]3)[CH:17]=[CH:16][C:15]=2[NH:26][C:27]([C:29]2[NH:30][CH:31]=[C:32]([C:34]#[N:35])[N:33]=2)=[O:28])[CH2:13][CH2:12][CH2:11][CH2:10][CH:9]=1 |f:0.1,3.4|. Procedure: The title compound was prepared from 4-cyano-1H-imidazole-2-carboxylic acid (2-cyclohex-1-enyl-4-piperidin-4-yl-phenyl)-amide TFA salt (as prepared in Example 14, step (b)), and hydroxy-acetaldehyde according to the procedure in Example 21. 1H-NMR (400 MHz, CD3OD): δ 8.18 (d, 1H), 8.02 (s, 1H), 7.22 (dd, 1H), 7.14 (d, 2H), 5.82 (m, 1H), 3.94 (m, 2H), 3.74 (m, 2H), 3.30 (m, 2H), 3.18 (t, 2H), 2.92 (m, 1H), 2.30 (m, 4H), 2.20-1.98 (m, 4H), 1.96-1.74 (m, 4H). Mass spectrum (ESI, m/z): Calcd. for C2... Starting materials: O=N[O-], Nc1ccc2sncc2c1, [Na+], O, O=S(=O)(O)O. The product is Oc1ccc2sncc2c1. Reaction SMILES: [N:16]([O-:17])=[O:18].[NH2:1][c:2]1[cH:3][cH:4][c:5]2[c:6]([cH:7][n:8][s:9]2)[cH:10]1.[Na+:19].[OH2:20].[S:11]([OH:12])(=[O:13])(=[O:14])[OH:15]>>[c:2]1([OH:12])[cH:3][cH:4][c:5]2[c:6]([cH:7][n:8][s:9]2)[cH:10]1. Reactants: Cl.N[C@H]1CC[C@H](CC1)NC(=O)C1=C(NC2=C1N=CN=C2C2=C(C=CC(=C2)CC)OCC2CC2)C (N-(cis-4-aminocyclohexyl)-4-[2-(cyclopropyl methoxy)-5-ethylphenyl]-6-methyl-5H-pyrrolo[3,2-d]pyrimidine-7-carboxamide hydrochloride), C(C)(=O)OCC(=O)Cl (2-chloro-2-oxoethyl acetate). Product: C1(CC1)COC1=C(C=C(C=C1)CC)C=1C2=C(N=CN1)C(=C(N2)C)C(=O)N[C@@H]2CC[C@@H](CC2)NC(CO)=O (4-[2-(Cyclopropylmethoxy)-5-ethylphenyl]-N-{cis-4-[(hydroxyacetyl)amino]cyclohexyl}-6-methyl-5H-pyrrolo[3,2-d]pyrimidine-7-carboxamide). Reaction SMILES: Cl.[NH2:2][C@@H:3]1[CH2:8][CH2:7][C@H:6]([NH:9][C:10]([C:12]2[C:16]3[N:17]=[CH:18][N:19]=[C:20]([C:21]4[CH:26]=[C:25]([CH2:27][CH3:28])[CH:24]=[CH:23][C:22]=4[O:29][CH2:30][CH:31]4[CH2:33][CH2:32]4)[C:15]=3[NH:14][C:13]=2[CH3:34])=[O:11])[CH2:5][CH2:4]1.C([O:38][CH2:39][C:40](Cl)=[O:41])(=O)C>>[CH:31]1([CH2:30][O:29][C:22]2[CH:23]=[CH:24][C:25]([CH2:27][CH3:28])=[CH:26][C:21]=2[C:20]2[C:15]3[NH:14][C:13]([CH3:34])=[C:12]([C:10]([NH:9][C@H:6]4[CH2:7][CH2:8][C@@H:3]([NH:2][C:39](=[O:38])[CH2:40][OH:41])[CH2:4][CH2:5]4)=[O:11])[C:16]=3[N:17]=[CH:18][N:19]=2)[CH2:32][CH2:33]1 |f:0.1|. Reported procedure: Starting from N-(cis-4-aminocyclohexyl)-4-[2-(cyclopropylmethoxy)-5-ethylphenyl]-6-methyl-5H-pyrrolo[3,2-d]pyrimidine-7-carboxamide hydrochloride (example D.f50) and commercially available 2-chloro-2-oxoethyl acetate the title compound is obtained as colorless solid. Procedure: The title compound was prepared in a yield of 65% in a similar manner to that described in Example 37 by reacting 3-oxo-4-azaandrost-5-ene-17β-carboxylic acid and 1-(4-methoxyphenyl)-1-methylethylamine. Isolated yield 65.0%. The product is COC1=CC=C(C=C1)C(C)(C)NC(=O)[C@@H]1[C@]2(C)[C@@H](CC1)[C@@H]1CC=C3NC(CC[C@]3(C)[C@H]1CC2)=O (N-[1-(4-Methoxyphenyl)-1-methylethyl]-3-oxo-4-aza-androst-5-ene-17β-carboxamide). Reaction SMILES: [O:1]=[C:2]1[CH2:19][CH2:18][C@@:17]2([CH3:20])[C:4](=[CH:5][CH2:6][C@@H:7]3[C@@H:16]2[CH2:15][CH2:14][C@@:12]2([CH3:13])[C@H:8]3[CH2:9][CH2:10][C@@H:11]2[C:21](O)=[O:22])[NH:3]1.[CH3:24][O:25][C:26]1[CH:31]=[CH:30][C:29]([C:32]([NH2:35])([CH3:34])[CH3:33])=[CH:28][CH:27]=1>>[CH3:24][O:25][C:26]1[CH:31]=[CH:30][C:29]([C:32]([NH:35][C:21]([C@H:11]2[CH2:10][CH2:9][C@H:8]3[C@H:7]4[C@H:16]([CH2:15][CH2:14][C@:12]23[CH3:13])[C@:17]2([CH3:20])[C:4]([NH:3][C:2](=[O:1])[CH2:19][CH2:18]2)=[CH:5][CH2:6]4)=[O:22])([CH3:33])[CH3:34])=[CH:28][CH:27]=1. Starting materials: O=C1NC2=CC[C@H]3[C@@H]4CC[C@@H]([C@@]4(C)CC[C@@H]3[C@]2(CC1)C)C(=O)O (3-oxo-4-azaandrost-5-ene-17β-carboxylic acid), COC1=CC=C(C=C1)C(C)(C)N (1-(4-methoxyphenyl)-1-methylethylamine). Starting materials: C(Cl)Cl (DCM), O1CCC(CC1)CC(=O)C1COCCC1=O (3-(2-(Tetrahydro-2H-pyran-4-yl)acetyl)dihydro-2H-pyran-4(3H)-one), CC=1N(C=CN1)C1=CC=C(C=C1)NC(=N)N (1-(4-(2-methyl-1H-imidazol-1-yl)phenyl)guanidine), C([O-])([O-])=O.[K+].[K+] (potassium carbonate). The solvent is O (water), CCO (EtOH). Conditions: temperature 50 celsius. Yields the product CC=1N(C=CN1)C1=CC=C(C=C1)NC=1N=C(C2=C(N1)CCOC2)CC2CCOCC2 (N-(4-(2-methyl-1H-imidazol-1-yl)phenyl)-4-((tetrahydro-2H-pyran-4-yl)methyl)-7,8-dihydro-5H-pyrano[4,3-d]pyrimidin-2-amine). Yield: 4.2%. Reaction SMILES: [O:1]1[CH2:6][CH2:5][CH:4]([CH2:7][C:8]([CH:10]2[C:15](=O)[CH2:14][CH2:13][O:12][CH2:11]2)=O)[CH2:3][CH2:2]1.[CH3:17][C:18]1[N:19]([C:23]2[CH:28]=[CH:27][C:26]([NH:29][C:30]([NH2:32])=[NH:31])=[CH:25][CH:24]=2)[CH:20]=[CH:21][N:22]=1.C(=O)([O-])[O-].[K+].[K+].C(Cl)Cl>CCO.O>[CH3:17][C:18]1[N:19]([C:23]2[CH:24]=[CH:25][C:26]([NH:29][C:30]3[N:31]=[C:8]([CH2:7][CH:4]4[CH2:5][CH2:6][O:1][CH2:2][CH2:3]4)[C:10]4[CH2:11][O:12][CH2:13][CH2:14][C:15]=4[N:32]=3)=[CH:27][CH:28]=2)[CH:20]=[CH:21][N:22]=1 |f:2.3.4|. Procedure details: 3-(2-(Tetrahydro-2H-pyran-4-yl)acetyl)dihydro-2H-pyran-4(3H)-one (200 mg, 0.88 mmol), 1-(4-(2-methyl-1H-imidazol-1-yl)phenyl)guanidine (190 mg, 0.88 mmol, Example 41c) and potassium carbonate (122 mg, 0.88 mmol) was slurrified in EtOH (4 mL) and heated to 50° C. for 15 h. DCM and water were added. The organic phase was separated, dried with MgSO4 and the solvent was evaporated. The crude product was purified using preparative HPLC yielding N-(4-(2-methyl-1H-imidazol-1-yl)phenyl)-4-((tetrahydro-2... The reactants are CC(C)(C)OC(=O)COc1cc(NC(=O)OC(C)(C)C)c([N+](=O)[O-])cc1I, C#Cc1ccccc1. The product is CC(C)(C)OC(=O)COc1cc(NC(=O)OC(C)(C)C)c([N+](=O)[O-])cc1C#Cc1ccccc1. RXN SMILES: [C:1]([CH3:2])([CH3:3])([CH3:4])[O:5][C:6]([CH2:7][O:8][c:9]1[c:10]([I:26])[cH:11][c:12]([N+:23](=[O:24])[O-:25])[c:13]([NH:15][C:16](=[O:17])[O:18][C:19]([CH3:20])([CH3:21])[CH3:22])[cH:14]1)=[O:27].[c:28]1([C:34]#[CH:35])[cH:29][cH:30][cH:31][cH:32][cH:33]1>>[C:1]([CH3:2])([CH3:3])([CH3:4])[O:5][C:6]([CH2:7][O:8][c:9]1[c:10]([C:35]#[C:34][c:28]2[cH:29][cH:30][cH:31][cH:32][cH:33]2)[cH:11][c:12]([N+:23](=[O:24])[O-:25])[c:13]([NH:15][C:16](=[O:17])[O:18][C:19]([CH3:20])([CH3:21])[CH3:22])[cH:14]1)=[O:27]. Reactants: NC1CCC1, O=C(NC(Cc1ccccc1)C(O)C(=O)O)c1cccnc1-n1ccc(-c2ccccc2)n1. Product: O=C(NC(Cc1ccccc1)C(O)C(=O)NC1CCC1)c1cccnc1-n1ccc(-c2ccccc2)n1. RXN SMILES: [CH:34]1([NH2:38])[CH2:35][CH2:36][CH2:37]1.[OH:1][CH:2]([C:3](=[O:4])[OH:5])[CH:6]([CH2:7][c:8]1[cH:9][cH:10][cH:11][cH:12][cH:13]1)[NH:14][C:15]([c:16]1[c:17](-[n:22]2[n:23][c:24](-[c:27]3[cH:28][cH:29][cH:30][cH:31][cH:32]3)[cH:25][cH:26]2)[n:18][cH:19][cH:20][cH:21]1)=[O:33]>>[OH:1][CH:2]([C:3](=[O:4])[NH:38][CH:34]1[CH2:35][CH2:36][CH2:37]1)[CH:6]([CH2:7][c:8]1[cH:9][cH:10][cH:11][cH:12][cH:13]1)[NH:14][C:15]([c:16]1[c:17](-[n:22]2[n:23][c:24](-[c:27]3[cH:28][cH:29][cH:30][cH:31][cH:32]3)[cH:25][cH:26]2)[n:18][cH:19][cH:20][cH:21]1)=[O:33]. Starting materials: [H-].[Na+] (Sodium hydride), BrC1=CC(=C(C(=C1)C)N1N=C(C(=C1CC)CC1=C(C=CC2=CC=CC=C12)O)CC)C (1-[1-(4-bromo-2,6-dimethylphenyl)-3,5-diethyl-1H-pyrazol-4-ylmethyl]-naphthalene-2-ol), ICC (iodoethane). Solvent: O1CCCC1 (tetrahydrofuran). Run at time 5 minute. The product is BrC1=CC(=C(C(=C1)C)N1N=C(C(=C1CC)CC1=C(C=CC2=CC=CC=C12)OCC)CC)C (1-(4-Bromo-2,6-dimethylphenyl)-4-(2-ethoxy-naphthalen-1-ylmethyl)-3,5-diethyl-1H-pyrazole). Yield: 26.6%. Reaction SMILES: [H-].[Na+].[Br:3][C:4]1[CH:9]=[C:8]([CH3:10])[C:7]([N:11]2[C:15]([CH2:16][CH3:17])=[C:14]([CH2:18][C:19]3[C:28]4[C:23](=[CH:24][CH:25]=[CH:26][CH:27]=4)[CH:22]=[CH:21][C:20]=3[OH:29])[C:13]([CH2:30][CH3:31])=[N:12]2)=[C:6]([CH3:32])[CH:5]=1.I[CH2:34][CH3:35]>O1CCCC1>[Br:3][C:4]1[CH:5]=[C:6]([CH3:32])[C:7]([N:11]2[C:15]([CH2:16][CH3:17])=[C:14]([CH2:18][C:19]3[C:28]4[C:23](=[CH:24][CH:25]=[CH:26][CH:27]=4)[CH:22]=[CH:21][C:20]=3[O:29][CH2:34][CH3:35])[C:13]([CH2:30][CH3:31])=[N:12]2)=[C:8]([CH3:10])[CH:9]=1 |f:0.1|. Procedure: Sodium hydride (60% mineral oil dispersion, 0.337 g, 8.4 mmol) was added portionwise to a solution of 1-[1-(4-bromo-2,6-dimethylphenyl)-3,5-diethyl-1H-pyrazol-4-ylmethyl]-naphthalene-2-ol (1.30 g, 8.4 mmol) in 12 ml anhydrous tetrahydrofuran. After stirring 5 minutes, iodoethane (1.12 ml, 14 mmol) was added, and the resulting reaction mixture was stirred 16 hours at ambient temperature. The solvent was removed in vacuo, and the residue was then extracted with methylene chloride/water (25 ml of e...